Dataset: the Open Reaction Database (ORD), a public repository of structured organic reaction records. Task: describe an organic reaction: reactants, conditions, products, and yield Starting materials: C(C1=CC=CC=C1)C1=C(NC2=CC=CC=C12)C(=O)N[C@@H](C)C(=O)N[C@@H](CC(=O)O)C=O ((3S)-3-[( -Benzylindole-2-carbonyl)alaninyl] amino-4-oxobutanoic acid), semicarbazone, C=O (formaldehyde), C(C)(=O)O (acetic acid). Solvent: CO (methanol). Yields the product C(C1=CC=CC=C1)N1C(=CC2=CC=CC=C12)C(=O)N[C@@H](C)C(=O)N[C@@H](CC(=O)O)C=O ((3S)-3-[(1-Benzylindole-2-Carbonyl)Alaninyl]Amino-4-Oxo-Butanoic Acid). Yield: 72.0%. As a reaction SMILES: C([C:8]1[C:16]2[C:11](=[CH:12][CH:13]=[CH:14][CH:15]=2)[NH:10][C:9]=1[C:17]([NH:19][C@H:20]([C:22]([NH:24][C@H:25]([CH:30]=[O:31])CC(O)=O)=[O:23])[CH3:21])=[O:18])C1C=CC=CC=1.C=O.[C:34]([OH:37])(=[O:36])[CH3:35]>CO>[CH2:8]([N:10]1[C:11]2[C:16](=[CH:15][CH:14]=[CH:13][CH:12]=2)[CH:8]=[C:9]1[C:17]([NH:19][C@H:20]([C:22]([NH:24][C@H:25]([CH:30]=[O:31])[CH2:35][C:34]([OH:37])=[O:36])=[O:23])[CH3:21])=[O:18])[C:16]1[CH:11]=[CH:12][CH:13]=[CH:14][CH:15]=1. Reported procedure: (3S)-3-[( -Benzylindole-2-carbonyl)alaninyl] amino-4-oxobutanoic acid, semicarbazone (176 mg, 0.37 mmol) was dissolved in methanol (4.5 mL), formaldehyde (1.5 mL, 37% wt. aq) and acetic acid (1.5 mL) and the resulting mixture was stirred for 4 hours under a nitrogen atmosphere at room temperature. The reaction mixture was concentrated in vacuo, diluted with water, and extracted twice with ethyl acetate. The ethyl acetate solution was washed with brine, dried over sodium sulfate, and concentrated...